Dataset: the Open Reaction Database (ORD), a public repository of structured organic reaction records. Task: describe an organic reaction: reactants, conditions, products, and yield The reactants are Cis-2-methyl-N-phenyl-1,3-oxathiolane-2-acetamide-3-oxide, CC1(OCCS1)CC(=O)NC1=CC=CC=C1 (2-methyl-N-phenyl-1,3-oxathiolane-2-acetamide). The reagents and catalysts are C(CC(=O)O)(=O)O (malonic acid), CS(=O)(=O)O (Methanesulfonic acid), [Br-].C(CCC)[N+](CCCC)(CCCC)CCCC (tetrabutylammonium bromide). Run in C1(=CC=CC=C1)C (toluene). The product is CC=1OCCSC1C(=O)NC1=CC=CC=C1 (5,6-dihydro-2-methyl-1,4-oxathiin-3-carboxanilide). Isolated yield 73.5%. As a reaction SMILES: [CH3:1][C:2]1([CH2:7][C:8]([NH:10][C:11]2[CH:16]=[CH:15][CH:14]=[CH:13][CH:12]=2)=[O:9])[S:6][CH2:5][CH2:4][O:3]1>[Br-].C([N+](CCCC)(CCCC)CCCC)CCC.C(O)(=O)CC(O)=O.CS(O)(=O)=O.C1(C)C=CC=CC=1>[CH3:1][C:2]1[O:3][CH2:4][CH2:5][S:6][C:7]=1[C:8]([NH:10][C:11]1[CH:16]=[CH:15][CH:14]=[CH:13][CH:12]=1)=[O:9] |f:1.2|. Reported procedure: Cis-2-methyl-N-phenyl-1,3-oxathiolane-2-acetamide-3-oxide, prepared from 0.1 moles of 2-methyl-N-phenyl-1,3-oxathiolane-2-acetamide as prepared in Example 1, was placed with toluene (100 g), tetrabutylammonium bromide (a phase transfer catalyst) (0.32 g, 0.001 g mole) and malonic acid (pKa =2.83, 0.41 g, 0.004 g mole) in a 1 L three-necked round bottom flask equipped with a mechanical stirrer, a thermometer and a Dean-Stark trap for the efficient removal of evolved water of reaction. The reactio... Reactants: [H-].[Na+] (sodium hydride), C(C=C)O (allyl alcohol), NC1=NC(=CC(=N1)F)F (2-amino-4,6-difluoropyrimidine). Conditions: temperature 40 celsius, time 20 minute. Yields the product C(C=C)OC1=CC(=NC(=N1)N)F (6-allyloxy-2-amino-4-fluoropyrimidine). Procedure details: 1.14 g (0.0382 mol) of 80% sodium hydride (emulsion in linseed oil) were added at 25° C. under a nitrogen atmosphere to 70 ml of allyl alcohol. To the clear solution obtained after stirring at 40° C. for 20 minutes were added 5.0 g (0.0382 mol) of 2-amino-4,6-difluoropyrimidine, and the mixture was then stirred at 97° C. for 1.5 hours. To work up, the excess alcohol was removed by distillation under reduced pressure, the residue was taken up in methylene chloride, and the solution was washed wit... RXN SMILES: [H-].[Na+].[NH2:3][C:4]1[N:9]=[C:8](F)[CH:7]=[C:6]([F:11])[N:5]=1.[CH2:12]([OH:15])[CH:13]=[CH2:14]>>[CH2:12]([O:15][C:8]1[N:9]=[C:4]([NH2:3])[N:5]=[C:6]([F:11])[CH:7]=1)[CH:13]=[CH2:14] |f:0.1|. The reactants are ClC1=CC(=NC2=CC=C(C=C12)C)N1CCS(C2=C(C1)C=CC=C2)(=O)=O (4-(4-chloro-6-methylquinolin-2-yl)-2,3,4,5-tetrahydro-1,4-benzothiazepine 1,1-dioxide), C(C)NCCN (N-ethylethane-1,2-diamine). Product: O=S1(CCN(CC2=C1C=CC=C2)C2=NC1=CC=C(C=C1C(=C2)NCCNCC)C)=O (N-[2-(1,1-Dioxido-2,3-dihydro-1,4-benzothiazepin-4(5H)-yl)-6-methylquinolin-4-yl]-N′-ethylethane-1,2-diamine). As a reaction SMILES: Cl[C:2]1[C:11]2[C:6](=[CH:7][CH:8]=[C:9]([CH3:12])[CH:10]=2)[N:5]=[C:4]([N:13]2[CH2:19][C:18]3[CH:20]=[CH:21][CH:22]=[CH:23][C:17]=3[S:16](=[O:25])(=[O:24])[CH2:15][CH2:14]2)[CH:3]=1.[CH2:26]([NH:28][CH2:29][CH2:30][NH2:31])[CH3:27]>>[O:24]=[S:16]1(=[O:25])[C:17]2[CH:23]=[CH:22][CH:21]=[CH:20][C:18]=2[CH2:19][N:13]([C:4]2[CH:3]=[C:2]([NH:31][CH2:30][CH2:29][NH:28][CH2:26][CH3:27])[C:11]3[C:6](=[CH:7][CH:8]=[C:9]([CH3:12])[CH:10]=3)[N:5]=2)[CH2:14][CH2:15]1. Procedure: The title compound was prepared in analogy to Example 3-1 in Scheme 5 by using 4-(4-chloro-6-methylquinolin-2-yl)-2,3,4,5-tetrahydro-1,4-benzothiazepine 1,1-dioxide (prepared in analogy to the one in Example 2-1) and N-ethylethane-1,2-diamine. MS obsd. (ESI+) [(M+H)+] 425, 1H NMR (400 MHz, CD3OD) δ ppm 8.05 (d, J=7.2 Hz, 1 H), 7.99-7.97 (m, 2 H), 7.81 (d, J=8.4 Hz, 1 H), 7.67 (t, J=7.2 Hz, 1 H), 7.51-7.46 (m, 2 H), 6.08 (s, 1 H), 5.37 (s, 2 H), 4.57 (s, 2 H), 3.91 (t, J=6.4 Hz, 2 H), 3.69 (t, J=... Reactants: OC1=C(C=CC=C1)C(C)=O (o-hydroxyacetophenone), [Cl-].COC(C1=CC=C(C(=O)O)C=C1)=O (terephthalic acid monomethylester chloride), O (water). Run in N1=CC=CC=C1 (pyridine). The product is COC(C1=CC=C(C(=O)O)C=C1)=O (terephthalic acid methyl ester). The yield is 80.0%. Reaction SMILES: OC1C=CC=CC=1C(=O)C.[Cl-].[CH3:12][O:13][C:14](=[O:24])[C:15]1[CH:23]=[CH:22][C:18]([C:19]([OH:21])=[O:20])=[CH:17][CH:16]=1.O>N1C=CC=CC=1>[CH3:12][O:13][C:14](=[O:24])[C:15]1[CH:23]=[CH:22][C:18]([C:19]([OH:21])=[O:20])=[CH:17][CH:16]=1 |f:1.2|. Reported procedure: To a solution of 448 mg of the thus-obtained o-hydroxyacetophenone in 6 ml of pyridine was added 1.6 g of terephthalic acid monomethylester chloride and the mixture stirred at room temperature for one night. The reaction mixture was poured over water and extracted with ethyl acetate and washed with dilute hydrochloric acid, water, 1N hydrogencarbonate, water, saturated saline solution and dried over MgSO4. The distillation of the solvent and purification by chromatography through silica gel colu... The reactants are Cc1nn(Cc2ccccc2)c(-c2ccccc2)c1N=O, CCOC(C)=O. Product: Cc1nn(Cc2ccccc2)c(-c2ccccc2)c1N. As a reaction SMILES: [CH2:1]([c:2]1[cH:3][cH:4][cH:5][cH:6][cH:7]1)[n:8]1[n:9][c:10]([CH3:21])[c:11]([N:19]=[O:20])[c:12]1-[c:13]1[cH:14][cH:15][cH:16][cH:17][cH:18]1.[CH3:22][CH2:23][O:24][C:25]([CH3:26])=[O:27]>>[CH2:1]([c:2]1[cH:3][cH:4][cH:5][cH:6][cH:7]1)[n:8]1[n:9][c:10]([CH3:21])[c:11]([NH2:19])[c:12]1-[c:13]1[cH:14][cH:15][cH:16][cH:17][cH:18]1. The reactants are CNCCNC (N1,N2-dimethylethane-1,2-diamine), BrC(C(=O)OC)C1=CC=C(C=C1)[N+](=O)[O-] (Methyl 2-Bromo-2-(4-nitrophenyl)acetate). The solvent is C(C)O (ethanol). Reaction conditions: time 1 hour. The product is CN1C(C(N(CC1)C)C1=CC=C(C=C1)[N+](=O)[O-])=O (1,4-Dimethyl-3-(4-nitrophenyl)piperazin-2-one). Yield: 89.1%. Reaction SMILES: [CH3:1][NH:2][CH2:3][CH2:4][NH:5][CH3:6].Br[CH:8]([C:13]1[CH:18]=[CH:17][C:16]([N+:19]([O-:21])=[O:20])=[CH:15][CH:14]=1)[C:9]([O:11]C)=O>C(O)C>[CH3:1][N:2]1[CH2:3][CH2:4][N:5]([CH3:6])[CH:8]([C:13]2[CH:18]=[CH:17][C:16]([N+:19]([O-:21])=[O:20])=[CH:15][CH:14]=2)[C:9]1=[O:11]. Reported procedure: A 100-mL single-neck round-bottomed flask equipped with a magnetic stirrer was purged with nitrogen, charged with N1,N2-dimethylethane-1,2-diamine (1.61 g, 18.2 mmol), ethanol (5 mL) and 2 (500 mg, 1.82 mmol), and the reaction was stirred at room temperature for 1 h. After this time, the reaction mixture was evaporated under reduced pressure, and the resulting residue was purified by flash column chromatography to afford an 89% yield (404 mg) of 3 as a yellow oil: 1H NMR (500 MHz, DMSO-d6) δ 8.1... Yields the product C1(CC1)CN1C(C(=CC(=C1)C1=CC=CC=C1)NC(OCC1=CC=CC=C1)=O)=O (Benzyl 1-(cyclopropylmethyl)-2-oxo-5-phenyl-1,2-dihydropyridin-3-ylcarbamate). Procedure: Tetrakis(triphenylphosphine)palladium(0) (0.132 mg, 0.11 mmol) and benzyl 1-(cyclopropylmethyl)-5-iodo-2-oxo-1,2-dihydropyridin-3-ylcarbamate (0.097 mg, 0.229 mmol) in tetrahydrofuran (1 mL) were stirred at room temperature for 30 minutes. A solution of phenylboronic acid in ethanol (1 mL) was then added to the reaction mixture. After 1 h, a 2 M solution of sodium carbonate (1 mL) was added and the reaction was heated to reflux. After 3 h, the mixture was allowed to cool to ambient temperature a... The reactants are C1(=CC=CC=C1)B(O)O (phenylboronic acid), solution, C([O-])([O-])=O.[Na+].[Na+] (sodium carbonate), C1(CC1)CN1C(C(=CC(=C1)I)NC(OCC1=CC=CC=C1)=O)=O (benzyl 1-(cyclopropylmethyl)-5-iodo-2-oxo-1,2-dihydropyridin-3-ylcarbamate). Solvent: C(C)O (ethanol), O1CCCC1 (tetrahydrofuran). The reagents and catalysts are C=1C=CC(=CC1)[P](C=2C=CC=CC2)(C=3C=CC=CC3)[Pd]([P](C=4C=CC=CC4)(C=5C=CC=CC5)C=6C=CC=CC6)([P](C=7C=CC=CC7)(C=8C=CC=CC8)C=9C=CC=CC9)[P](C=1C=CC=CC1)(C=1C=CC=CC1)C=1C=CC=CC1 (Tetrakis(triphenylphosphine)palladium(0)). Reaction conditions: time 1 hour. RXN SMILES: [CH:1]1([CH2:4][N:5]2[CH:10]=[C:9](I)[CH:8]=[C:7]([NH:12][C:13](=[O:22])[O:14][CH2:15][C:16]3[CH:21]=[CH:20][CH:19]=[CH:18][CH:17]=3)[C:6]2=[O:23])[CH2:3][CH2:2]1.[C:24]1(B(O)O)[CH:29]=[CH:28][CH:27]=[CH:26][CH:25]=1.C(=O)([O-])[O-].[Na+].[Na+]>O1CCCC1.C(O)C.C1C=CC([P]([Pd]([P](C2C=CC=CC=2)(C2C=CC=CC=2)C2C=CC=CC=2)([P](C2C=CC=CC=2)(C2C=CC=CC=2)C2C=CC=CC=2)[P](C2C=CC=CC=2)(C2C=CC=CC=2)C2C=CC=CC=2)(C2C=CC=CC=2)C2C=CC=CC=2)=CC=1>[CH:1]1([CH2:4][N:5]2[CH:10]=[C:9]([C:24]3[CH:29]=[CH:28][CH:27]=[CH:26][CH:25]=3)[CH:8]=[C:7]([NH:12][C:13](=[O:22])[O:14][CH2:15][C:16]3[CH:21]=[CH:20][CH:19]=[CH:18][CH:17]=3)[C:6]2=[O:23])[CH2:3][CH2:2]1 |f:2.3.4,^1:50,52,71,90|. Reactants: O=C1CCc2ccc(Br)cc21, CC(=O)O[BH-](OC(C)=O)OC(C)=O, CNC, ClCCCl, [Na+]. The product is CN(C)C1CCc2ccc(Br)cc21. RXN SMILES: [Br:1][c:2]1[cH:3][cH:4][c:5]2[c:9]([cH:10]1)[C:8](=[O:11])[CH2:7][CH2:6]2.[C:15]([O:16][BH-:17]([O:18][C:19](=[O:20])[CH3:21])[O:22][C:23](=[O:24])[CH3:25])(=[O:26])[CH3:27].[CH3:12][NH:13][CH3:14].[Cl:29][CH2:30][CH2:31][Cl:32].[Na+:28]>>[Br:1][c:2]1[cH:3][cH:4][c:5]2[c:9]([cH:10]1)[CH:8]([N:13]([CH3:12])[CH3:14])[CH2:7][CH2:6]2. Reactants: C1CCOC1 (THF), NC1=NC=NN2C1=CC=C2C=2C=C(C=CC2)CO ([3-(4-Amino-pyrrolo[2,1-f][1,2,4]triazin-7-yl)-phenyl]-methanol), BrN1C(=O)N(C(=O)C1(C)C)Br (1,3-dibromo-5,5-dimethylhydantoin). Run in C(=O)([O-])[O-].[Na+].[Na+] (Na2CO3), [O-]S(=O)[O-].[Na+].[Na+] (Na2SO3), O (water), CN(C)C=O (DMF). Run at time 1 hour. Product: NC1=NC=NN2C1=C(C=C2C=2C=C(C=CC2)CO)Br ([3-(4-Amino-5-bromo-pyrrolo[2,1-f][1,2,4]triazin-7-yl)-phenyl]methanol). The yield is 191.9%. Reaction SMILES: [NH2:1][C:2]1[C:7]2=[CH:8][CH:9]=[C:10]([C:11]3[CH:12]=[C:13]([CH2:17][OH:18])[CH:14]=[CH:15][CH:16]=3)[N:6]2[N:5]=[CH:4][N:3]=1.C1COCC1.[Br:24]N1C(C)(C)C(=O)N(Br)C1=O>CN(C=O)C.C([O-])([O-])=O.[Na+].[Na+].[O-]S([O-])=O.[Na+].[Na+].O>[NH2:1][C:2]1[C:7]2=[C:8]([Br:24])[CH:9]=[C:10]([C:11]3[CH:12]=[C:13]([CH2:17][OH:18])[CH:14]=[CH:15][CH:16]=3)[N:6]2[N:5]=[CH:4][N:3]=1 |f:4.5.6,7.8.9|. Reported procedure: The product from step 1 (1.54 g, 6.4 mmol) was dissolved in 18 mL of 1:1 DMF:THF. The mixture was cooled to −20° C. (internal temperature) and 1,3-dibromo-5,5-dimethylhydantoin (0.92 g, 3.2 mmol) was added in 4 equal portions over 40 minutes. The mixture was stirred for an additional 1 hour during which the internal temp rose to −5° C. A solid mass formed, which was diluted with a mixture of 15 mL of 2M Na2CO3, 10 mL of sat. Na2SO3 and 60 mL of water and the mixture was stirred for an additional... The reactants are CCO, Cc1cc([N+](=O)[O-])cnc1OC1CCN(C(=O)c2ccccc2F)CC1. Product: Cc1cc(N)cnc1OC1CCN(C(=O)c2ccccc2F)CC1. RXN SMILES: [CH3:27][CH2:28][OH:29].[F:1][c:2]1[c:3]([C:8](=[O:9])[N:10]2[CH2:11][CH2:12][CH:13]([O:16][c:17]3[n:18][cH:19][c:20]([N+:24]([O-:25])=[O:26])[cH:21][c:22]3[CH3:23])[CH2:14][CH2:15]2)[cH:4][cH:5][cH:6][cH:7]1>>[F:1][c:2]1[c:3]([C:8](=[O:9])[N:10]2[CH2:11][CH2:12][CH:13]([O:16][c:17]3[n:18][cH:19][c:20]([NH2:24])[cH:21][c:22]3[CH3:23])[CH2:14][CH2:15]2)[cH:4][cH:5][cH:6][cH:7]1.